Dataset: the Open Reaction Database (ORD), a public repository of structured organic reaction records. Task: describe an organic reaction: reactants, conditions, products, and yield Starting materials: BrC=1C=CC2=C(C3=NC(=CN3CCO2)C=2C=NC=CC2)C1 (9-bromo-2-pyridin-3-yl-4,5-dihydro-6-oxa-1,3a-diazabenzo[e]azulene), C(C)(C)(C)N1CCC(CC1)S (1-tert-butylpiperidine-4-thiol), CC1(C2=C(C(=CC=C2)P(C3=CC=CC=C3)C4=CC=CC=C4)OC5=C(C=CC=C51)P(C6=CC=CC=C6)C7=CC=CC=C7)C (XantPhos), CCN(C(C)C)C(C)C (DIPEA). The reagents and catalysts are C=1C=CC(=CC1)/C=C/C(=O)/C=C/C2=CC=CC=C2.C=1C=CC(=CC1)/C=C/C(=O)/C=C/C2=CC=CC=C2.C=1C=CC(=CC1)/C=C/C(=O)/C=C/C2=CC=CC=C2.[Pd].[Pd] (Pd2(dba)3). Solvent: O1CCOCC1 (dioxane). Reaction conditions: temperature 120 celsius, time 1 hour. Yields the product C(C)(C)(C)N1CCC(CC1)SC=1C=CC2=C(C=3N(CCO2)C=C(N3)C=3C=NC=CC3)C1 (10-(1-tert-butylpiperidin-4-ylthio)-2-(pyridin-3-yl)-5,6-dihydrobenzo[f]imidazo[1,2-d][1,4]oxazepine). Reaction SMILES: Br[C:2]1[CH:3]=[CH:4][C:5]2[O:14][CH2:13][CH2:12][N:11]3[C:7](=[N:8][C:9]([C:15]4[CH:16]=[N:17][CH:18]=[CH:19][CH:20]=4)=[CH:10]3)[C:6]=2[CH:21]=1.[C:22]([N:26]1[CH2:31][CH2:30][CH:29]([SH:32])[CH2:28][CH2:27]1)([CH3:25])([CH3:24])[CH3:23].CC1(C)C2C(=C(P(C3C=CC=CC=3)C3C=CC=CC=3)C=CC=2)OC2C(P(C3C=CC=CC=3)C3C=CC=CC=3)=CC=CC1=2.CCN(C(C)C)C(C)C>O1CCOCC1.C1C=CC(/C=C/C(/C=C/C2C=CC=CC=2)=O)=CC=1.C1C=CC(/C=C/C(/C=C/C2C=CC=CC=2)=O)=CC=1.C1C=CC(/C=C/C(/C=C/C2C=CC=CC=2)=O)=CC=1.[Pd].[Pd]>[C:22]([N:26]1[CH2:31][CH2:30][CH:29]([S:32][C:2]2[CH:3]=[CH:4][C:5]3[O:14][CH2:13][CH2:12][N:11]4[CH:10]=[C:9]([C:15]5[CH:16]=[N:17][CH:18]=[CH:19][CH:20]=5)[N:8]=[C:7]4[C:6]=3[CH:21]=2)[CH2:28][CH2:27]1)([CH3:25])([CH3:23])[CH3:24] |f:5.6.7.8.9|. Procedure details: A mixture of 9-bromo-2-pyridin-3-yl-4,5-dihydro-6-oxa-1,3a-diazabenzo[e]azulene (35 mg, 0.10 mmol), 1-tert-butylpiperidine-4-thiol (53 mg, 0.30 mmol), Pd2(dba)3 (9 mg, 10 mol %), XantPhos (12 mg, 20 mol %) and DIPEA (72 μL, 0.41 mmol) in dioxane (2 mL) was purged with argon and heated at 120° C. for 40 min, then 130° C. for 1 h and 140° C. for 1 h using microwave irradiation. The reaction mixture was loaded onto an Isolute® SCX-2 cartridge which was washed with MeOH and the product eluted with 2...